This data is from the Open Reaction Database (ORD), a public repository of structured organic reaction records. The task is: describe an organic reaction: reactants, conditions, products, and yield The reactants are [BH3-]C#N, NC1CCN(C(=O)c2cc(Cl)cc(Cl)c2)C(Cc2ccccc2)C1, CC(=O)O, Cc1ccccc1, [Na+], O=C(c1ccccc1)c1ccccc1. Yields the product O=C(c1cc(Cl)cc(Cl)c1)N1CCC(NC(c2ccccc2)c2ccccc2)CC1Cc1ccccc1. Reaction SMILES: [C:39]([BH3-:40])#[N:41].[CH2:1]([c:2]1[cH:3][cH:4][cH:5][cH:6][cH:7]1)[CH:8]1[N:9]([C:15]([c:16]2[cH:17][c:18]([Cl:23])[cH:19][c:20]([Cl:22])[cH:21]2)=[O:24])[CH2:10][CH2:11][CH:12]([NH2:14])[CH2:13]1.[CH3:43][C:44](=[O:45])[OH:46].[CH3:47][c:48]1[cH:49][cH:50][cH:51][cH:52][cH:53]1.[Na+:42].[O:25]=[C:26]([c:27]1[cH:28][cH:29][cH:30][cH:31][cH:32]1)[c:33]1[cH:34][cH:35][cH:36][cH:37][cH:38]1>>[CH2:1]([c:2]1[cH:3][cH:4][cH:5][cH:6][cH:7]1)[CH:8]1[N:9]([C:15]([c:16]2[cH:17][c:18]([Cl:23])[cH:19][c:20]([Cl:22])[cH:21]2)=[O:24])[CH2:10][CH2:11][CH:12]([NH:14][CH:26]([c:27]2[cH:28][cH:29][cH:30][cH:31][cH:32]2)[c:33]2[cH:34][cH:35][cH:36][cH:37][cH:38]2)[CH2:13]1. Reactants: C[Si](C(C)(C)C(=O)OC1C2C=CC(C1)C2)(C)C (2-(2-trimethylsilyl-2-propyl)carbonyloxy-5-norbornene), C1(\C=C/C(=O)O1)=O (maleic anhydride), C[Si](C(C)(C)OC(C(=C)C)=O)(C)C ((2-trimethylsilyl-2-propyl)methacrylate), 2,2-azobisisobutyronitrile. The solvent is O1CCCC1 (tetrahydrofuran). Product: copolymer, C[Si](C(C)(C)C(=O)OC=1C2CC(C(C1)C2)/C/2=C/C(=O)OC2=O)(C)C.C[Si](C(C)(C)OC(C(=C)C)=O)(C)C (2-(2-trimethylsilyl-2-propyl)carbonyloxy -5-norbornene-maleic anhydride (2-trimethylsilyl-2-propyl)methacrylate). The yield is 50.0%. RXN SMILES: [CH3:1][Si:2]([CH3:17])([CH3:16])[C:3]([C:6]([O:8][CH:9]1[CH2:14][CH:13]2[CH2:15][CH:10]1[CH:11]=[CH:12]2)=[O:7])([CH3:5])[CH3:4].[C:18]1(=[O:24])[O:23][C:21](=[O:22])[CH:20]=[CH:19]1.[CH3:25][Si:26]([CH3:37])([CH3:36])[C:27]([O:30][C:31](=[O:35])[C:32]([CH3:34])=[CH2:33])([CH3:29])[CH3:28]>O1CCCC1>[CH3:17][Si:2]([CH3:1])([CH3:16])[C:3]([C:6]([O:8][C:9]1[CH:10]2[CH2:15][CH:13]([CH:14]=1)[CH:12]([C:19]1=[CH:20][C:21]([O:23][C:18]1=[O:24])=[O:22])[CH2:11]2)=[O:7])([CH3:5])[CH3:4].[CH3:37][Si:26]([CH3:25])([CH3:36])[C:27]([O:30][C:31](=[O:35])[C:32]([CH3:34])=[CH2:33])([CH3:29])[CH3:28] |f:4.5|. Procedure details: 2.57 g (0.01 mol) of 2-(2-trimethylsilyl-2-propyl)carbonyloxy-5-norbornene obtained in Example 3, 1.0 g (0.01 mol) of purified maleic anhydride, 1.36 g (0.006 mol) of (2-trimethylsilyl-2-propyl)methacrylate, and 0.067 g (1.5 mole %) 2,2-azobisisobutyronitrile as a radical initiator are added to a polymerization flask. The mixture is dissolved in 3.2 g of purified tetrahydrofuran and is polymerized at 65° C. for 24 hours under nitrogen atmosphere. After the polymerization, polymerization product ... Starting materials: [Na+], O=C([O-])O, O, C=CCO, Cc1ccc(S(=O)(=O)O)cc1, CC(C=O)c1ccccc1, c1ccccc1. Product: C=CCC(C)(C=O)c1ccccc1. Reaction SMILES: [Na+:30].[O-:26][C:27]([OH:28])=[O:29].[OH2:37].[OH:11][CH2:12][CH:13]=[CH2:14].[c:15]1([CH3:16])[cH:17][cH:18][c:19]([S:20]([OH:21])(=[O:22])=[O:23])[cH:24][cH:25]1.[c:1]1([CH:7]([CH:8]=[O:9])[CH3:10])[cH:2][cH:3][cH:4][cH:5][cH:6]1.[cH:31]1[cH:32][cH:33][cH:34][cH:35][cH:36]1>>[c:1]1([C:7]([CH:8]=[O:9])([CH3:10])[CH2:14][CH:13]=[CH2:12])[cH:2][cH:3][cH:4][cH:5][cH:6]1.